From a dataset of the Open Reaction Database (ORD), a public repository of structured organic reaction records. describe an organic reaction: reactants, conditions, products, and yield The solvent is CCOCC (ether). Conditions: time 16 hour. Procedure details: 15 g of m-chloroperbenzoic acid are added at 0° to a solution of 20 g of p-(4-n-propylcyclohex-1-en-1-yl)-n-pentylbenzene (German Offenlegungsschrift 3,006,666) in 100 ml of ether, and the mixture is stirred for 16 hours. The reaction mixture is extracted several times with 10% sodium hydroxide solution, and the organic phase is dried with sodium sulfate. 40 ml of BF3 /ether complex (50% of BF3) are added to the resulting solution of epoxide, and the mixture is stirred for 5 minutes and is then ... RXN SMILES: ClC1C=CC=C(C(OO)=[O:9])C=1.[CH2:12]([CH:15]1[CH2:20][CH2:19][C:18]([C:21]2[CH:26]=[CH:25][C:24]([CH2:27][CH2:28][CH2:29][CH2:30][CH3:31])=[CH:23][CH:22]=2)=[CH:17][CH2:16]1)[CH2:13][CH3:14]>CCOCC>[CH2:27]([C:24]1[CH:25]=[CH:26][C:21]([C@H:18]2[CH2:19][CH2:20][C@H:15]([CH2:12][CH2:13][CH3:14])[CH2:16][C:17]2=[O:9])=[CH:22][CH:23]=1)[CH2:28][CH2:29][CH2:30][CH3:31]. Starting materials: ClC1=CC(=CC=C1)C(=O)OO (m-chloroperbenzoic acid), C(CC)C1CC=C(CC1)C1=CC=C(C=C1)CCCCC (p-(4-n-propylcyclohex-1-en-1-yl)-n-pentylbenzene). Yields the product C(CCCC)C1=CC=C(C=C1)[C@@H]1C(C[C@H](CC1)CCC)=O (trans-2-(p-n-pentylphenyl)-5-n-propylcyclohexanone). Reactants: BrC=1N=CC(=NC1C1=CC(=CC=C1)Cl)C(=O)O (5-Bromo-6-(3-chloro-phenyl)-pyrazine-2-carboxylic acid), ClC(=C(C)C)N(C)C (1-chloro-N,N,2-trimethylpropenylamine), Cl.CC(N)(C1=NOC(=N1)C)C (α,α,5-trimethyl-1,2,4-oxadiazole-3-methanamine hydrochloride), C(C)N(C(C)C)C(C)C (ethyldiisopropylamine). The solvent is ClCCl (dichloromethane), CN(C)C=O (DMF). Run at time 30 minute. Product: CC(C)(C1=NOC(=N1)C)NC(=O)C1=NC(=C(N=C1)C1CC1)C1=CC(=CC=C1)Cl (6-(3-Chloro-phenyl)-5-cyclopropyl-pyrazine-2-carboxylic acid [1-methyl-1-(5-methyl-[1,2,4]oxadiazol-3-yl)-ethyl]amide). The yield is 49.6%. As a reaction SMILES: Br[C:2]1[N:3]=[CH:4][C:5]([C:15]([OH:17])=O)=[N:6][C:7]=1[C:8]1[CH:13]=[CH:12][CH:11]=[C:10]([Cl:14])[CH:9]=1.Cl[C:19](N(C)C)=[C:20]([CH3:22])C.Cl.[CH3:27][C:28]([CH3:36])([C:30]1[N:34]=[C:33]([CH3:35])[O:32][N:31]=1)[NH2:29].C(N(C(C)C)C(C)C)C>ClCCl.CN(C=O)C>[CH3:27][C:28]([NH:29][C:15]([C:5]1[CH:4]=[N:3][C:2]([CH:22]2[CH2:20][CH2:19]2)=[C:7]([C:8]2[CH:13]=[CH:12][CH:11]=[C:10]([Cl:14])[CH:9]=2)[N:6]=1)=[O:17])([C:30]1[N:34]=[C:33]([CH3:35])[O:32][N:31]=1)[CH3:36] |f:2.3|. Procedure: 5-Bromo-6-(3-chloro-phenyl)-pyrazine-2-carboxylic acid (0.200 g, 638 μmol) was suspended in dichloromethane (1 mL) and 1-chloro-N,N,2-trimethylpropenylamine (98.0 mg, 97.0 μl, 734 μmol) was added dropwise at room temperature. After 30 min stirring the brown solution was added drop by drop to a solution of α,α,5-trimethyl-1,2,4-oxadiazole-3-methanamine hydrochloride (CAN 1240526-27-5; 142 mg, 797 μmol) and ethyldiisopropylamine (206 mg, 264 μl, 1.59 mmol) in DMF (1 mL) and the reaction mixture wa...